Task: describe an organic reaction: reactants, conditions, products, and yield. Dataset: the Open Reaction Database (ORD), a public repository of structured organic reaction records Starting materials: O=C1OC(=O)c2c1c(=O)[nH]c1ccccc21, O=C(n1ccnc1)n1ccnc1, CN(C)C=O, Nc1ccccc1. The product is O=C1c2c(c3ccccc3[nH]c2=O)C(=O)N1c1ccccc1. As a reaction SMILES: [C:1]1(=[O:16])[O:2][C:3](=[O:15])[c:4]2[c:5](=[O:14])[nH:6][c:7]3[cH:8][cH:9][cH:10][cH:11][c:12]3[c:13]21.[C:24]([n:25]1[cH:26][cH:27][n:28][cH:29]1)([n:30]1[cH:31][cH:32][n:33][cH:34]1)=[O:35].[CH3:36][N:37]([CH3:38])[CH:39]=[O:40].[NH2:17][c:18]1[cH:19][cH:20][cH:21][cH:22][cH:23]1>>[C:1]1(=[O:16])[c:13]2[c:4]([c:5](=[O:14])[nH:6][c:7]3[cH:8][cH:9][cH:10][cH:11][c:12]32)[C:3](=[O:15])[N:17]1[c:18]1[cH:19][cH:20][cH:21][cH:22][cH:23]1. Starting materials: N1=C(C=CC=C1)C(=O)N[C@H](CC1=CC=C(C=C1)C[C@@H](NC(=O)C1=NC=CC=C1)C(=O)OCC)C(=O)OCC (1,4-bis-(2-(2-pyridylcarbonylamino)-2-ethyloxycarbonyl-(2R)-ethyl)-benzene), [OH-].[Na+] (NaOH), O (water). Run in O1CCOCC1 (dioxane), CCO (EtOH). Run at time 8 hour. The product is N1=C(C=CC=C1)C(=O)N[C@H](CC1=CC=C(C=C1)C[C@@H](NC(=O)C1=NC=CC=C1)C(=O)O)C(=O)O (1,4-Bis-(2-(2-pyridylcarbonylamino)-2-carboxy-(2R)-ethyl)-benzene). Yield: 88.1%. RXN SMILES: [N:1]1[CH:6]=[CH:5][CH:4]=[CH:3][C:2]=1[C:7]([NH:9][C@@H:10]([C:34]([O:36]CC)=[O:35])[CH2:11][C:12]1[CH:17]=[CH:16][C:15]([CH2:18][C@H:19]([C:29]([O:31]CC)=[O:30])[NH:20][C:21]([C:23]2[CH:28]=[CH:27][CH:26]=[CH:25][N:24]=2)=[O:22])=[CH:14][CH:13]=1)=[O:8].[OH-].[Na+].O>O1CCOCC1.CCO>[N:1]1[CH:6]=[CH:5][CH:4]=[CH:3][C:2]=1[C:7]([NH:9][C@@H:10]([C:34]([OH:36])=[O:35])[CH2:11][C:12]1[CH:13]=[CH:14][C:15]([CH2:18][C@H:19]([C:29]([OH:31])=[O:30])[NH:20][C:21]([C:23]2[CH:28]=[CH:27][CH:26]=[CH:25][N:24]=2)=[O:22])=[CH:16][CH:17]=1)=[O:8] |f:1.2|. Procedure: To a cooled (0° C.) solution of 1,4-bis-(2-(2-pyridylcarbonylamino)-2-ethyloxycarbonyl-(2R)-ethyl)-benzene (1.40 g; 2.70 mmol) in dioxane (4 ml) and EtOH (4 ml) an aqueous 2N NaOH solution (4 ml, 8.0 mmol) and water (2 ml) was added. The mixture was allowed to come to r.t. overnight. The solution was concentrated to approximately 5 ml under reduced pressure and the pH of the residual solution was adjusted to pH 3 by addition of aqueous 4N HCl, whereupon an oil separated. The mixture was extracte... Reactants: OC(CCC1OCCCO1)C1=C(C=C(C=C1)Cl)Cl (2-[3-hydroxy-3-(2,4-dichlorophenyl)prop-1-yl]-1,3-dioxane), [Cr](=O)(=O)([O-])O[Cr](=O)(=O)[O-].[NH+]1=CC=CC=C1.[NH+]1=CC=CC=C1 (pyridinium dichromate). Run in CN(C=O)C (dimethylformamide), O (water). Conditions: time 7 hour. The product is ClC1=C(C(=O)CCC2OCCCO2)C=CC(=C1)Cl (2-[2-(2,4-dichlorobenzoyl)ethyl]-1,3-dioxane). Yield: 93.4%. RXN SMILES: [OH:1][CH:2]([C:11]1[CH:16]=[CH:15][C:14]([Cl:17])=[CH:13][C:12]=1[Cl:18])[CH2:3][CH2:4][CH:5]1[O:10][CH2:9][CH2:8][CH2:7][O:6]1.[Cr](O[Cr]([O-])(=O)=O)([O-])(=O)=O.[NH+]1C=CC=CC=1.[NH+]1C=CC=CC=1>CN(C)C=O.O>[Cl:18][C:12]1[CH:13]=[C:14]([Cl:17])[CH:15]=[CH:16][C:11]=1[C:2]([CH2:3][CH2:4][CH:5]1[O:6][CH2:7][CH2:8][CH2:9][O:10]1)=[O:1] |f:1.2.3|. Procedure details: A mixture of 2-[3-hydroxy-3-(2,4-dichlorophenyl)prop-1-yl]-1,3-dioxane (2.91 g) and pyridinium dichromate (6.96 g) in dry dimethylformamide (DMF: 20 ml) was stirred at room temperature for 7 hours. The reaction mixture was diluted with water (100 ml) and extracted with diethyl ether. The extracts were washed with water, dried over magnesium sulphate, and concentrated under reduced pressure to give 2-[2-(2,4-dichlorobenzoyl)ethyl]-1,3-dioxane (2.7 g, 93%) as an orange oil, IR (film): 1700 cm-1. Reported procedure: Beginning with 12.0 mg (0.05 mMol) 5-amino-3-(1-methylpiperidin-4-yl)-1H-indole and 11.0 μL (0.10 mMol) ethoxyacetic acid, 15.2 mg (97%) of the title compound were recovered. Yields the product C(C)OCC(=O)NC=1C=C2C(=CNC2=CC1)C1CCN(CC1)C (5-(ethoxyacetyl)amino-3-(1-methylpiperidin-4-yl)-1H-indole). RXN SMILES: [NH2:1][C:2]1[CH:3]=[C:4]2[C:8](=[CH:9][CH:10]=1)[NH:7][CH:6]=[C:5]2[CH:11]1[CH2:16][CH2:15][N:14]([CH3:17])[CH2:13][CH2:12]1.[CH2:18]([O:20][CH2:21][C:22](O)=[O:23])[CH3:19]>>[CH2:18]([O:20][CH2:21][C:22]([NH:1][C:2]1[CH:3]=[C:4]2[C:8](=[CH:9][CH:10]=1)[NH:7][CH:6]=[C:5]2[CH:11]1[CH2:16][CH2:15][N:14]([CH3:17])[CH2:13][CH2:12]1)=[O:23])[CH3:19]. Starting materials: NC=1C=C2C(=CNC2=CC1)C1CCN(CC1)C (5-amino-3-(1-methylpiperidin-4-yl)-1H-indole), C(C)OCC(=O)O (ethoxyacetic acid). Isolated yield 96.4%.